From a dataset of the Open Reaction Database (ORD), a public repository of structured organic reaction records. describe an organic reaction: reactants, conditions, products, and yield Starting materials: O=C([O-])[O-], CCCc1ccc(OB(O)O)cc1, Cc1ccccc1, O=S(=O)(Oc1ccc2ccc(F)c(F)c2c1F)C(F)(F)F, [K+], [K+], C1CCOC1, O, c1ccc(P(c2ccccc2)(c2ccccc2)[Pd](P(c2ccccc2)(c2ccccc2)c2ccccc2)(P(c2ccccc2)(c2ccccc2)c2ccccc2)P(c2ccccc2)(c2ccccc2)c2ccccc2)cc1. Yields the product CCCc1ccc(-c2ccc3ccc(F)c(F)c3c2F)cc1. RXN SMILES: [C:35](=[O:36])([O-:37])[O-:38].[CH2:22]([CH2:23][CH3:24])[c:25]1[cH:26][cH:27][c:28]([O:31][B:32]([OH:33])[OH:34])[cH:29][cH:30]1.[CH3:41][c:42]1[cH:43][cH:44][cH:45][cH:46][cH:47]1.[F:1][C:2]([F:3])([F:4])[S:5]([O:6][c:7]1[c:8]([F:19])[c:9]2[c:10]([F:18])[c:11]([F:17])[cH:12][cH:13][c:14]2[cH:15][cH:16]1)(=[O:20])=[O:21].[K+:39].[K+:40].[O:126]1[CH2:127][CH2:128][CH2:129][CH2:130]1.[OH2:125].[cH:48]1[cH:49][cH:50][c:51]([P:52]([Pd:53]([P:54]([c:55]2[cH:56][cH:57][cH:58][cH:59][cH:60]2)([c:61]2[cH:62][cH:63][cH:64][cH:65][cH:66]2)[c:67]2[cH:68][cH:69][cH:70][cH:71][cH:72]2)([P:73]([c:74]2[cH:75][cH:76][cH:77][cH:78][cH:79]2)([c:80]2[cH:81][cH:82][cH:83][cH:84][cH:85]2)[c:86]2[cH:87][cH:88][cH:89][cH:90][cH:91]2)[P:92]([c:93]2[cH:94][cH:95][cH:96][cH:97][cH:98]2)([c:99]2[cH:100][cH:101][cH:102][cH:103][cH:104]2)[c:105]2[cH:106][cH:107][cH:108][cH:109][cH:110]2)([c:111]2[cH:112][cH:113][cH:114][cH:115][cH:116]2)[c:117]2[cH:118][cH:119][cH:120][cH:121][cH:122]2)[cH:123][cH:124]1>>[c:7]1(-[c:28]2[cH:27][cH:26][c:25]([CH2:22][CH2:23][CH3:24])[cH:30][cH:29]2)[c:8]([F:19])[c:9]2[c:10]([F:18])[c:11]([F:17])[cH:12][cH:13][c:14]2[cH:15][cH:16]1. The reactants are O (water), [OH-].[K+] (potassium hydroxide), O (water), 1-benzyl-Δ3 pyrroline-2,5-dione, C(C1=CC=CC=C1)N (benzylamine), [H-].[Al+3].[Li+].[H-].[H-].[H-] (lithium aluminum hydride). Run in O1CCCC1 (tetrahydrofuran), O1CCCC1 (tetrahydrofuran), O1CCCC1 (tetrahydrofuran), O1CCCC1 (tetrahydrofuran). Run at time 24 hour. Yields the product C(C1=CC=CC=C1)N1CC(CC1)NCC1=CC=CC=C1 (1-Benzyl-3-benzylaminopyrrolidine). Reaction SMILES: [CH2:1]([NH2:8])[C:2]1[CH:7]=[CH:6][CH:5]=[CH:4][CH:3]=1.[H-].[Al+3].[Li+].[H-].[H-].[H-].O.[OH-].[K+]>O1CCCC1>[CH2:1]([N:8]1[CH2:4][CH2:3][CH:2]([NH:8][CH2:1][C:2]2[CH:7]=[CH:6][CH:5]=[CH:4][CH:3]=2)[CH2:1]1)[C:2]1[CH:7]=[CH:6][CH:5]=[CH:4][CH:3]=1 |f:1.2.3.4.5.6,8.9|. Procedure details: 1,000 g (5.34 mols) of 1-benzyl-Δ3 -pyrroline-2,5-dione are dissolved in 2.5 l of tetrahydrofuran, and 572 g (5.34 mols) of benzylamine are added with stirring at 10° to 20° C. The mixture is left to stand for 24 hours at room temperature, after which 360 g are removed from the resulting solution (3,848 g of total weight) and added to a solution of 38 g (1 mol) of lithium aluminum hydride in 380 ml of absolute dehydrated tetrahydrofuran. The mixture is refluxed for 20 hours, 500 ml of tetrahydro... Reactants: CC(=O)NCC=C1CCc2c(Cl)cc3nn(C)cc3c21, C1CCOC1. Product: CC(=O)NCCC1CCc2c(Cl)cc3nn(C)cc3c21. RXN SMILES: [Cl:1][c:2]1[c:3]2[c:4]([c:5]3[cH:6][n:7]([CH3:11])[n:8][c:9]3[cH:10]1)[C:12](=[CH:15][CH2:16][NH:17][C:18]([CH3:19])=[O:20])[CH2:13][CH2:14]2.[O:21]1[CH2:22][CH2:23][CH2:24][CH2:25]1>>[Cl:1][c:2]1[c:3]2[c:4]([c:5]3[cH:6][n:7]([CH3:11])[n:8][c:9]3[cH:10]1)[CH:12]([CH2:15][CH2:16][NH:17][C:18]([CH3:19])=[O:20])[CH2:13][CH2:14]2. Reactants: C=O, CN(C)C=O, Cl, NCCc1ccco1. As a reaction SMILES: [CH2:1]=[O:2].[CH3:11][N:12]([CH3:13])[CH:14]=[O:15].[ClH:16].[o:3]1[c:4]([CH2:8][CH2:9][NH2:10])[cH:5][cH:6][cH:7]1>>[o:3]1[c:4]2[c:5]([cH:6][cH:7]1)[CH2:11][NH:10][CH2:9][CH2:8]2. Product: c1cc2c(o1)CCNC2. Reactants: NC=1C=CC(=C(C(=O)O)C1)Cl (5-amino-2-chlorobenzoic acid), C(C)(C)(C)C=1C=C(C(=O)Cl)C=C(C1O)C(C)(C)C (3,5-di-t-butyl-4-hydroxybenzoyl chloride). The solvent is COCCOC (1,2-dimethoxyethane), COCCOC (1,2-dimethoxyethane). Run at temperature 25 celsius, time 72 hour. Yields the product C(=O)(O)C=1C=C(C=CC1Cl)NC(C1=CC(=C(C(=C1)C(C)(C)C)O)C(C)(C)C)=O (N-(3-Carboxy-4-chlorophenyl)-3,5-di-t-butyl-4-hydroxybenzamide). Isolated yield 34.7%. Reaction SMILES: [NH2:1][C:2]1[CH:3]=[CH:4][C:5]([Cl:11])=[C:6]([CH:10]=1)[C:7]([OH:9])=[O:8].[C:12]([C:16]1[CH:17]=[C:18]([CH:22]=[C:23]([C:26]([CH3:29])([CH3:28])[CH3:27])[C:24]=1[OH:25])[C:19](Cl)=[O:20])([CH3:15])([CH3:14])[CH3:13]>COCCOC>[C:7]([C:6]1[CH:10]=[C:2]([NH:1][C:19](=[O:20])[C:18]2[CH:22]=[C:23]([C:26]([CH3:27])([CH3:28])[CH3:29])[C:24]([OH:25])=[C:16]([C:12]([CH3:15])([CH3:14])[CH3:13])[CH:17]=2)[CH:3]=[CH:4][C:5]=1[Cl:11])([OH:9])=[O:8]. Procedure: A suspension of 6.90 g (0.04 mole) of 5-amino-2-chlorobenzoic acid in 100 ml of 1,2-dimethoxyethane was mixed with a solution of 5.08g (0.02 mole) of 3,5-di-t-butyl-4-hydroxybenzoyl chloride in 100 ml of 1,2-dimethoxyethane, and the mixture was stirred at 25° C. for about 72 hours. The reaction mixture was heated gently for 30 minutes and then allowed to cool before being filtered to remove the hydrochloride salt of the excess starting amine. The filtrate was concentrated under vacuum and then d... The reactants are C(C)(C)[N-]C(C)C.[Li+] (lithium diisopropylamide), Cl (HCl), ClC1=NC=CC=C1I (2-chloro-3-iodopyridine), C(=O)OCC (Ethyl formate). Run in C1CCOC1 (THF), O (Water), C1CCOC1 (THF). Reaction conditions: time 3 hour. Product: ClC1=C(C=O)C(=CC=N1)I (2-chloro-4-iodonicotinaldehyde). The yield is 54.0%. As a reaction SMILES: ClC1[C:7]([I:8])=CC=CN=1.[CH:9]([N-:12][CH:13]([CH3:15])C)([CH3:11])C.[Li+].C([O:19][CH2:20]C)=O.[ClH:22]>C1COCC1.O>[Cl:22][C:13]1[N:12]=[CH:9][CH:11]=[C:7]([I:8])[C:15]=1[CH:20]=[O:19] |f:1.2|. Procedure: A mixture of 2-chloro-3-iodopyridine (5.0 g, 21 mmol) in dry THF (30 mL) was slowly added to a cold (−78° C.) solution of lithium diisopropylamide (15 mL, 30 mmol) in dry THF (50 mL). The resulting mixture was stirred for 3 h at this temperature. Ethyl formate (4.0 g, 54 mmol) was then added. Stirring was continued for 1.5 h at the same temperature. Water (10 mL) was added to quench the reaction, and then the resulting mixture was warmed to room temperature. 2M HCl (50 mL) was added and then the...